The task is: describe an organic reaction: reactants, conditions, products, and yield. This data is from the Open Reaction Database (ORD), a public repository of structured organic reaction records. The reactants are C(C)OC(=O)C1CC=2N(C3=CC=C(C=C3C2CC1)Cl)C (6-chloro-9-methyl-1,2,3,4-tetrahydrocarbazole-2-carboxylic acid ethyl ester), [OH-].[Na+] (sodium hydroxide). Solvent: C(C)O (ethanol). Conditions: time 6 hour. The product is ClC=1C=C2C=3CCC(CC3N(C2=CC1)C)C(=O)O (6-chloro-9-methyl-1,2,3,4-tetrahydrocarbazole-2-carboxylic acid). RXN SMILES: C([O:3][C:4]([CH:6]1[CH2:18][CH2:17][C:16]2[C:15]3[C:10](=[CH:11][CH:12]=[C:13]([Cl:19])[CH:14]=3)[N:9]([CH3:20])[C:8]=2[CH2:7]1)=[O:5])C.[OH-].[Na+]>C(O)C>[Cl:19][C:13]1[CH:14]=[C:15]2[C:10](=[CH:11][CH:12]=1)[N:9]([CH3:20])[C:8]1[CH2:7][CH:6]([C:4]([OH:5])=[O:3])[CH2:18][CH2:17][C:16]2=1 |f:1.2|. Procedure details: A mixture of 4.6 g. of 6-chloro-9-methyl-1,2,3,4-tetrahydrocarbazole-2-carboxylic acid ethyl ester, 25 ml. of ethanol and 25 ml. of 3N sodium hydroxide was refluxed and stirred for 6 hours. Upon cooling to room temperature, the reaction mixture was concentrated to dryness under reduced pressure. The residue was dissolved in water (300 ml.) and filtered. The filter cake was washed with water (4 × 50 ml.) and dried, yielding 4.2 g. of product, m.p. 259°-260° . Upon recrystallization from ethyl ace... Starting materials: C(C)(=O)NC=1SC=C(N1)CN1CCC(CC1)C1=CNC2=CC=CC=C12 (2-Acetylamino-4-[4-(3-indolyl)piperidinomethyl]thiazole). Isolated yield 38.8%. The product is NC=1SC=C(N1)CN1CCC(CC1)C1=CNC2=CC=CC=C12 (2-amino-4-[4-(3-indolyl)piperidinomethyl]thiazole). Procedure: 2-Acetylamino-4-[4-(3-indolyl)piperidinomethyl]thiazole (1.2 g) in a mixture of ethanol (3 ml) and 10% hydrochloric acid (9 ml) was stirred at 80° C. for 2.5 hours. After cooling to ambient temperature, the reaction mixture was concentrated under reduced pressure. To the residue was added dropwise 10% aqueous sodium hydroxide solution (12 ml) under ice-cooling. The resulting crystals were collected, washed with water, dried and recrystallized from ethanol to give 2-amino-4-[4-(3-indolyl)piperidi... Reaction SMILES: C([NH:4][C:5]1[S:6][CH:7]=[C:8]([CH2:10][N:11]2[CH2:16][CH2:15][CH:14]([C:17]3[C:25]4[C:20](=[CH:21][CH:22]=[CH:23][CH:24]=4)[NH:19][CH:18]=3)[CH2:13][CH2:12]2)[N:9]=1)(=O)C>C(O)C.Cl>[NH2:4][C:5]1[S:6][CH:7]=[C:8]([CH2:10][N:11]2[CH2:16][CH2:15][CH:14]([C:17]3[C:25]4[C:20](=[CH:21][CH:22]=[CH:23][CH:24]=4)[NH:19][CH:18]=3)[CH2:13][CH2:12]2)[N:9]=1. Run in C(C)O (ethanol), Cl (hydrochloric acid). Reaction conditions: temperature 80 celsius, time 2.5 hour.